The task is: describe an organic reaction: reactants, conditions, products, and yield. This data is from the Open Reaction Database (ORD), a public repository of structured organic reaction records. Procedure details: A 2 M aqueous sodium hydroxide solution (1.50 mL) was added at room temperature to a methanol (5 mL)-THF (5 mL) solution of methyl 6-(1-((2-cyclopropyl-4′-fluoro-6-isopropoxybiphenyl-4-yl)methyl)piperidin-4-yl)-5-oxo-2-propyl-5,6,7,8-tetrahydro-1,6-naphthyridine-3-carboxylate (470 mg), and the mixture was stirred at 60° C. for 30 minutes. The reaction mixture was neutralized with hydrochloric acid at room temperature. Then, ethyl acetate was added thereto, and the solvent was distilled off under... The solvent is C(C)(=O)OCC (ethyl acetate), C1CCOC1 (THF). Yield: 84.7%. Reaction SMILES: [OH-].[Na+].CO.[CH:5]1([C:8]2[CH:13]=[C:12]([CH2:14][N:15]3[CH2:20][CH2:19][CH:18]([N:21]4[CH2:30][CH2:29][C:28]5[N:27]=[C:26]([CH2:31][CH2:32][CH3:33])[C:25]([C:34]([O:36]C)=[O:35])=[CH:24][C:23]=5[C:22]4=[O:38])[CH2:17][CH2:16]3)[CH:11]=[C:10]([O:39][CH:40]([CH3:42])[CH3:41])[C:9]=2[C:43]2[CH:48]=[CH:47][C:46]([F:49])=[CH:45][CH:44]=2)[CH2:7][CH2:6]1.Cl>C(OCC)(=O)C.C1COCC1>[CH:5]1([C:8]2[CH:13]=[C:12]([CH2:14][N:15]3[CH2:20][CH2:19][CH:18]([N:21]4[CH2:30][CH2:29][C:28]5[N:27]=[C:26]([CH2:31][CH2:32][CH3:33])[C:25]([C:34]([OH:36])=[O:35])=[CH:24][C:23]=5[C:22]4=[O:38])[CH2:17][CH2:16]3)[CH:11]=[C:10]([O:39][CH:40]([CH3:42])[CH3:41])[C:9]=2[C:43]2[CH:44]=[CH:45][C:46]([F:49])=[CH:47][CH:48]=2)[CH2:6][CH2:7]1 |f:0.1|. Yields the product C1(CC1)C1=C(C(=CC(=C1)CN1CCC(CC1)N1C(C=2C=C(C(=NC2CC1)CCC)C(=O)O)=O)OC(C)C)C1=CC=C(C=C1)F (6-(1-((2-Cyclopropyl-4′-fluoro-6-isopropoxybiphenyl-4-yl)methyl)piperidin-4-yl)-5-oxo-2-propyl-5,6,7,8-tetrahydro-1,6-naphthyridine-3-carboxylic acid). Run at temperature 60 celsius, time 30 minute. Reactants: Cl (hydrochloric acid), [OH-].[Na+] (sodium hydroxide), CO (methanol), C1(CC1)C1=C(C(=CC(=C1)CN1CCC(CC1)N1C(C=2C=C(C(=NC2CC1)CCC)C(=O)OC)=O)OC(C)C)C1=CC=C(C=C1)F (methyl 6-(1-((2-cyclopropyl-4′-fluoro-6-isopropoxybiphenyl-4-yl)methyl)piperidin-4-yl)-5-oxo-2-propyl-5,6,7,8-tetrahydro-1,6-naphthyridine-3-carboxylate). Starting materials: COc1ccccc1N1CCNCC1, COc1cc2c(cc1OC)CC1OC1C2, CC(C)O, Cc1ccccc1C. Yields the product COc1cc2c(cc1OC)CC(N1CCN(c3ccccc3OC)CC1)C(O)C2. Reaction SMILES: [CH3:16][O:17][c:18]1[c:19]([N:24]2[CH2:25][CH2:26][NH:27][CH2:28][CH2:29]2)[cH:20][cH:21][cH:22][cH:23]1.[CH3:1][O:2][c:3]1[cH:4][c:5]2[c:10]([cH:11][c:12]1[O:13][CH3:14])[CH2:9][CH:8]1[CH:7]([CH2:6]2)[O:15]1.[CH:30]([OH:31])([CH3:32])[CH3:33].[c:34]1([CH3:35])[c:36]([CH3:37])[cH:38][cH:39][cH:40][cH:41]1>>[CH3:1][O:2][c:3]1[cH:4][c:5]2[c:10]([cH:11][c:12]1[O:13][CH3:14])[CH2:9][CH:8]([N:27]1[CH2:26][CH2:25][N:24]([c:19]3[c:18]([O:17][CH3:16])[cH:23][cH:22][cH:21][cH:20]3)[CH2:29][CH2:28]1)[CH:7]([OH:15])[CH2:6]2. Reactants: O[C@@H](CN1C2=NC=NC(=C2N=C1)N)C ((R)-9-[2-(hydroxyl)propyl]adenine), CCOP(=O)(COS(=O)(=O)C1=CC=C(C=C1)C)OCC (Diethyl p-toluene sulfonyloxy methylphosphonate), CC(C)([O-])C.[Mg+2].CC(C)([O-])C (Magnesium tert-butoxide), CN(C=O)C (dimethylformamide). Solvent: C(C)(=O)O (acetic acid), chlorinated hydrocarbon, C(Cl)(Cl)Cl (chloroform), C(Cl)Cl (Methylenedichloride), C(CCl)Cl (Ethylene dichloride), O (water). Product: P(=O)(O)(O)CO[C@@H](CN1C2=NC=NC(=C2N=C1)N)C ((R)-9-[2-(phosphonomethoxy)propyl]adenine). Reaction SMILES: [OH:1][C@H:2]([CH3:14])[CH2:3][N:4]1[CH:12]=[N:11][C:10]2[C:5]1=[N:6][CH:7]=[N:8][C:9]=2[NH2:13].CC[O:17][P:18]([O:32]CC)([CH2:20]OS(C1C=CC(C)=CC=1)(=O)=O)=[O:19].CC(C)([O-])C.[Mg+2].CC(C)([O-])C.CN(C)C=O>O.C(Cl)CCl.C(Cl)(Cl)Cl.C(Cl)Cl.C(O)(=O)C>[P:18]([CH2:20][O:1][C@H:2]([CH3:14])[CH2:3][N:4]1[CH:12]=[N:11][C:10]2[C:5]1=[N:6][CH:7]=[N:8][C:9]=2[NH2:13])([OH:32])([OH:19])=[O:17] |f:2.3.4|. Procedure details: Accordingly (R)-9-[2-(hydroxyl)propyl]adenine is condensed with Diethyl p-toluene sulfonyloxy methylphosphonate in presence of Magnesium tert-butoxide in a polar solvent preferably dimethylformamide at a temperature of 70° C. to 80° C. After the reaction completion the reaction mass is neutralized by adding an acid preferably acetic acid and the solvent is distilled off completely. The obtained crude is dissolved in a chlorinated hydrocarbon selected from Methylenedichloride, chloroform, and Eth... The solvent is O (water), O (water). RXN SMILES: Cl.Cl.Cl.NC1C(N)=CC=CC=1OCC(O)CN1CCC(COC2C=CC=CC=2)CC1.Cl.N([O-])=O.[Na+].Cl.[OH:37][CH:38]([CH2:50][N:51]1[CH2:56][CH2:55][CH:54]([CH2:57][O:58][C:59]2[CH:64]=[CH:63][CH:62]=[CH:61][CH:60]=2)[CH2:53][CH2:52]1)[CH2:39][O:40][C:41]1[C:49]2[N:48]=[N:47][NH:46][C:45]=2[CH:44]=[CH:43][CH:42]=1>O>[OH:37][CH:38]([CH2:50][N:51]1[CH2:56][CH2:55][CH:54]([CH2:57][O:58][C:59]2[CH:64]=[CH:63][CH:62]=[CH:61][CH:60]=2)[CH2:53][CH2:52]1)[CH2:39][O:40][C:41]1[C:49]2[N:48]=[N:47][NH:46][C:45]=2[CH:44]=[CH:43][CH:42]=1 |f:0.1.2.3,5.6,7.8|. The product is OC(COC1=CC=CC=2NN=NC21)CN2CCC(CC2)COC2=CC=CC=C2 (4-[2-Hydroxy-3-(4-phenoxymethylpiperidino)-propoxy]-benzotriazole). Procedure details: To a suspension of 23.0 g. 2,3-diamino-1-[2-hydroxy-3-(4-phenoxymethylpiperidino)-propoxy]-benzene trihydrochloride in 150 ml. water and 8.8 ml. concentrated hydrochloric acid, there is added dropwise at 0° C. a solution of 3.3 g. sodium nitrite in 37 ml. water. After standing overnight, the reaction mixture is filtered and the precipitate is recrystallized from methanol. There are obtained 9.5 g. (47% of theory) 4-[2-hydroxy-3-(4-phenoxymethylpiperidino)-propoxy]-benzotriazole hydrochloride; m.... Starting materials: Cl.Cl.Cl.NC1=C(C=CC=C1N)OCC(CN1CCC(CC1)COC1=CC=CC=C1)O (2,3-diamino-1-[2-hydroxy-3-(4-phenoxymethylpiperidino)-propoxy]-benzene trihydrochloride), Cl.OC(COC1=CC=CC=2NN=NC21)CN2CCC(CC2)COC2=CC=CC=C2 (4-[2-hydroxy-3-(4-phenoxymethylpiperidino)-propoxy]-benzotriazole hydrochloride), Cl (hydrochloric acid), N(=O)[O-].[Na+] (sodium nitrite). Conditions: time 8 hour. Reported procedure: A mixture of 10.6 g (0.045 mole) of 3,5-dimethoxy-2 -benzofurancarboxylic acid, methyl ester in 80 ml of methanol is treated with 75 ml of 1.0 N aqueous sodium hydroxide solution. The new mixture is stirred at reflux for 45 minutes, cooled, and added to 750 g of ice/water. After extraction with dichloromethane, 3×300 ml) the aqueous layer is cooled in ice and acidified with glacial acetic acid to precipitate the crude product. The precipitate is filtered and washed with water to yield 9.6 g (88%... Yield: 96.0%. The reactants are [OH-].[Na+] (sodium hydroxide), COC1=C(OC2=C1C=C(C=C2)OC)C(=O)OC (3,5-dimethoxy-2 -benzofurancarboxylic acid, methyl ester), ice water. The solvent is CO (methanol). Reaction SMILES: [CH3:1][O:2][C:3]1[C:7]2[CH:8]=[C:9]([O:12][CH3:13])[CH:10]=[CH:11][C:6]=2[O:5][C:4]=1[C:14]([O:16]C)=[O:15].[OH-].[Na+]>CO>[CH3:1][O:2][C:3]1[C:7]2[CH:8]=[C:9]([O:12][CH3:13])[CH:10]=[CH:11][C:6]=2[O:5][C:4]=1[C:14]([OH:16])=[O:15] |f:1.2|. Product: COC1=C(OC2=C1C=C(C=C2)OC)C(=O)O (3,5-dimethoxy-2-benzofurancarboxylic acid). The reactants are C(P(OCCCCCC)(OCCCCCC)=O)P(OCCCCCC)(OCCCCCC)=O (tetra-n-hexyl methylenebisphosphonate), C=O (paraformaldehyde), C(C)NCC (diethylamine). Run in CO (methanol). The product is C(=C)(P(OCCCCCC)(OCCCCCC)=O)P(OCCCCCC)(OCCCCCC)=O (tetra-n-hexyl ethenylidenebisphosphonate). Yield: 73.6%. As a reaction SMILES: [CH2:1]([P:18](=[O:33])([O:26][CH2:27][CH2:28][CH2:29][CH2:30][CH2:31][CH3:32])[O:19][CH2:20][CH2:21][CH2:22][CH2:23][CH2:24][CH3:25])[P:2](=[O:17])([O:10][CH2:11][CH2:12][CH2:13][CH2:14][CH2:15][CH3:16])[O:3][CH2:4][CH2:5][CH2:6][CH2:7][CH2:8][CH3:9].C=O.[CH2:36](NCC)C>CO>[C:1]([P:2](=[O:17])([O:10][CH2:11][CH2:12][CH2:13][CH2:14][CH2:15][CH3:16])[O:3][CH2:4][CH2:5][CH2:6][CH2:7][CH2:8][CH3:9])([P:18](=[O:33])([O:19][CH2:20][CH2:21][CH2:22][CH2:23][CH2:24][CH3:25])[O:26][CH2:27][CH2:28][CH2:29][CH2:30][CH2:31][CH3:32])=[CH2:36]. Procedure: 22.2 g (44.0 mmol) of tetra-n-hexyl methylenebisphosphonate, 6.61 g (220.0 mmol) of paraformaldehyde and 3.22 g (64.0 mmol) of diethylamine are combined with the same reactants and the same conditions as described above in Example I. This mixture is then refluxed for 48 hours. After the methanol is eliminated as described above in Example I, about 17 g of tetra-n-hexyl ethenylidenebisphosphonate is produced as a clear liquid. Reactants: NC1=C2C(=NC=N1)N(N=C2C2=CC(=C(C=C2)NC=2OC1=C(N2)C=CC=C1)F)[C@@H]1CC[C@@H](CC1)N1CCN(CC1)C (cis-N2-(4-{4-amino-1-[4-(4-methylpiperazino)cyclohexyl]-1H-pyrazolo[3,4-d]pyrimidin-3-yl}-2-fluorophenyl)-1,3-benzoxazol-2-amine), IC1=NN(C2=NC=NC(=C21)N)[C@@H]2CC[C@@H](CC2)N2CCN(CC2)C (cis-3-iodo-1-[4-(4-methylpiperazino)cyclohexyl]-1H-pyrazolo[3,4-d]pyrimidin-4-amine), FC1=C(C=CC(=C1)B1OC(C(O1)(C)C)(C)C)NC=1SC2=C(N1)C=CC=C2 (N2-[2-fluoro-4-(4,4,5,5-tetramethyl-1,3,2-dioxaborolan-2-yl)phenyl]-1,3-benzothiazol-2-amine). Yields the product NC1=C2C(=NC=N1)N(N=C2C2=CC(=C(C=C2)NC=2SC1=C(N2)C=CC=C1)F)[C@@H]1CC[C@@H](CC1)N1CCN(CC1)C (Cis-N2-(4-{4-amino-1-[4-(4-methylpiperazino)cyclohexyl]-1H-pyrazolo[3,4-d]pyrimidin-3-yl}-2-fluorophenyl)-1,3-benzothiazol-2-amine), powder. Isolated yield 41.0%. As a reaction SMILES: I[C:2]1[C:10]2[C:5](=[N:6][CH:7]=[N:8][C:9]=2[NH2:11])[N:4]([C@H:12]2[CH2:17][CH2:16][C@@H:15]([N:18]3[CH2:23][CH2:22][N:21]([CH3:24])[CH2:20][CH2:19]3)[CH2:14][CH2:13]2)[N:3]=1.[F:25][C:26]1[CH:31]=[C:30](B2OC(C)(C)C(C)(C)O2)[CH:29]=[CH:28][C:27]=1[NH:41][C:42]1[S:43][C:44]2[CH:50]=[CH:49][CH:48]=[CH:47][C:45]=2[N:46]=1.NC1N=CN=C2N([C@H]3CC[C@@H](N4CCN(C)CC4)CC3)N=C(C3C=CC(NC4OC5C=CC=CC=5N=4)=C(F)C=3)C=12>>[NH2:11][C:9]1[N:8]=[CH:7][N:6]=[C:5]2[N:4]([C@H:12]3[CH2:17][CH2:16][C@@H:15]([N:18]4[CH2:23][CH2:22][N:21]([CH3:24])[CH2:20][CH2:19]4)[CH2:14][CH2:13]3)[N:3]=[C:2]([C:30]3[CH:29]=[CH:28][C:27]([NH:41][C:42]4[S:43][C:44]5[CH:50]=[CH:49][CH:48]=[CH:47][C:45]=5[N:46]=4)=[C:26]([F:25])[CH:31]=3)[C:10]=12. Procedure details: Cis-N2-(4-{4-amino-1-[4-(4-methylpiperazino)cyclohexyl]-1H-pyrazolo[3,4-d]pyrimidin-3-yl}-2-fluorophenyl)-1,3-benzothiazol-2-amine was prepared from cis-3-iodo-1-[4-(4-methylpiperazino)cyclohexyl]-1H-pyrazolo[3,4-d]pyrimidin-4-amine (0.100 g, 0.227 mmol) and N2-[2-fluoro-4-(4,4,5,5-tetramethyl-1,3,2-dioxaborolan-2-yl)phenyl]-1,3-benzothiazol-2-amine (0.105 g, 0.283 mmol) in a manner similar to that used for cis-N2-(4-{4-amino-1-[4-(4-methylpiperazino)cyclohexyl]-1H-pyrazolo[3,4-d]pyrimidin-3-yl}...